This data is from the Open Reaction Database (ORD), a public repository of structured organic reaction records. The task is: describe an organic reaction: reactants, conditions, products, and yield Starting materials: C(=O)NC=1SC=C(N1)C(C(=O)O)=O (2-(2-formylaminothiazol-4-yl)glyoxylic acid), C(C)O (ethanol), [BH4-].[Na+] (sodium borohydride), C(=O)N=C1SC=C(N1)C(C(=O)O)=O (2-(2-formylimino-2,3-dihydrothiazol-4-yl)glyoxylic acid), C([O-])(O)=O.[Na+] (sodium bicarbonate). The solvent is O (water). Reaction conditions: time 8 hour. The product is OC(C(=O)O)C=1N=C(SC1)NC=O (2-hydroxy-2-(2-formylaminothiazol-4-yl)acetic acid). As a reaction SMILES: [CH:1]([NH:3][C:4]1[S:5][CH:6]=[C:7]([C:9](=[O:13])[C:10]([OH:12])=[O:11])[N:8]=1)=[O:2].C(=O)(O)[O-].[Na+].C(O)C.[BH4-].[Na+]>O>[OH:13][CH:9]([C:7]1[N:8]=[C:4]([NH:3][CH:1]=[O:2])[S:5][CH:6]=1)[C:10]([OH:12])=[O:11] |f:1.2,4.5|. Reported procedure: To a suspension of 2-(2-formylaminothiazol-4-yl)glyoxylic acid, which can be represented as 2-(2-formylimino-2,3-dihydrothiazol-4-yl)glyoxylic acid, (20 g.) in water (400 ml.) was added sodium bicarbonate (8.4 g.) under ice-cooling and stirring, and the mixture was stirred for 10 minutes at the same temperature, and then ethanol (10 ml.) was added thereto. To the mixture was added sodium borohydride (1.52 g.) over 10 minutes with stirring at the same temperature, and the mixture was stirred for ... Starting materials: ClCCl, CC(=O)O, CN1CCc2ccc(O)cc2C(c2cccc3c2OCC3)C1, O=[N+]([O-])O. The product is CN1CCc2cc([N+](=O)[O-])c(O)cc2C(c2cccc3c2OCC3)C1. Reaction SMILES: [CH2:27]([Cl:28])[Cl:29].[CH3:30][C:31](=[O:32])[OH:33].[O:1]1[CH2:2][CH2:3][c:4]2[c:5]1[c:6]([CH:10]1[CH2:11][N:12]([CH3:22])[CH2:13][CH2:14][c:15]3[c:16]1[cH:17][c:18]([OH:21])[cH:19][cH:20]3)[cH:7][cH:8][cH:9]2.[OH:23][N+:24]([O-:25])=[O:26]>>[O:1]1[CH2:2][CH2:3][c:4]2[c:5]1[c:6]([CH:10]1[CH2:11][N:12]([CH3:22])[CH2:13][CH2:14][c:15]3[c:16]1[cH:17][c:18]([OH:21])[c:19]([N+:24](=[O:23])[O-:25])[cH:20]3)[cH:7][cH:8][cH:9]2. Reported procedure: Prepared by proceeding in a similar manner to Intermediate 11 starting from ((Z)-3-bromoprop-1-enyl)tributylstannane (Intermediate 12) and pyrrolidine. Starting materials: C(C)N(C\C=C/[Sn](CCCC)(CCCC)CCCC)CC (N,N-diethyl-N—((Z)-1-tributylstannanylprop-1-en-3-yl)amine), N1CCCC1 (pyrrolidine), BrC\C=C/[Sn](CCCC)(CCCC)CCCC (((Z)-3-bromoprop-1-enyl)-tributyl-stannane), BrC\C=C/[Sn](CCCC)(CCCC)CCCC (((Z)-3-bromoprop-1-enyl)-tributyl-stannane). RXN SMILES: [CH2:1]([N:3]([CH2:20][CH3:21])[CH2:4]/[CH:5]=[CH:6]\[Sn:7]([CH2:16][CH2:17][CH2:18][CH3:19])([CH2:12][CH2:13][CH2:14][CH3:15])[CH2:8][CH2:9][CH2:10][CH3:11])[CH3:2].BrC/C=C\[Sn](CCCC)(CCCC)CCCC.N1CCCC1>>[CH2:8]([Sn:7]([CH2:16][CH2:17][CH2:18][CH3:19])([CH2:12][CH2:13][CH2:14][CH3:15])/[CH:6]=[CH:5]\[CH2:4][N:3]1[CH2:1][CH2:2][CH2:21][CH2:20]1)[CH2:9][CH2:10][CH3:11]. The product is C(CCC)[Sn](\C=C/CN1CCCC1)(CCCC)CCCC (1-((Z)-3-tributylstannanylallyl)pyrrolidine). Starting materials: NC=1C=C(C(=CC1)OC)OC (4-aminoveratrole), Cl (HCl), C(=O)(Cl)Cl (phosgene). The solvent is ClC1=CC=CC=C1 (chlorobenzene), ClC1=CC=CC=C1 (chlorobenzene). Yields the product COC=1C=C(C=CC1OC)N=C=O (3,4-Dimethoxyphenylisocyanate). Reaction SMILES: [NH2:1][C:2]1[CH:3]=[C:4]([O:10][CH3:11])[C:5]([O:8][CH3:9])=[CH:6][CH:7]=1.Cl.[C:13](Cl)(Cl)=[O:14]>ClC1C=CC=CC=1>[CH3:11][O:10][C:4]1[CH:3]=[C:2]([N:1]=[C:13]=[O:14])[CH:7]=[CH:6][C:5]=1[O:8][CH3:9]. Reported procedure: A solution of 0.163 m of 4-aminoveratrole in 250 ml of chlorobenzene was treated with excess HCl gas resulting in a heavy precipitate. The mixture was refluxed and treated with a stream of phosgene for 1/2 hr (50 g, 0.49 m). After refluxing an additional 1/2 hr chlorobenzene was evaporated in vacuo. Distillation of the residue afforded 23 g (79%) b.p. 145°-150° C, 17-18 mm.